Dataset: the Open Reaction Database (ORD), a public repository of structured organic reaction records. Task: describe an organic reaction: reactants, conditions, products, and yield The reactants are C(C1=CC=CC=C1)N1CCC(CC1)O (1-benzyl-4-hydroxypiperidine), ClC1=CC=NC=C1 (4-chloropyridine). The product is C(C1=CC=CC=C1)N1CCC(CC1)OC1=CC=NC=C1 (4-[(1-Benzylpiperidin-4-yl)oxy]pyridine). Isolated yield 52.0%. As a reaction SMILES: [CH2:1]([N:8]1[CH2:13][CH2:12][CH:11]([OH:14])[CH2:10][CH2:9]1)[C:2]1[CH:7]=[CH:6][CH:5]=[CH:4][CH:3]=1.Cl[C:16]1[CH:21]=[CH:20][N:19]=[CH:18][CH:17]=1>>[CH2:1]([N:8]1[CH2:13][CH2:12][CH:11]([O:14][C:16]2[CH:21]=[CH:20][N:19]=[CH:18][CH:17]=2)[CH2:10][CH2:9]1)[C:2]1[CH:3]=[CH:4][CH:5]=[CH:6][CH:7]=1. Procedure details: The title compound was prepared from 1-benzyl-4-hydroxypiperidine and 4-chloropyridine (979 mg, 8.62 mmol), using the same method as that described for preparation 25, as an oil in 52% yield. 1H NMR(CDCl3, 400 MHz) □: 1.81-1.96(m, 2H), 1.98-2.18(m, 2H), 2.30-2.48 (m, 2H), 2.70-2.83(m, 2H), 3.52-3.70(m, 2H), 4.40-4.50(m, 1H), 6.72-6.80(m, 2H), 7.22-7.39(m, 5H), 8.40(m, 2H); LRMS APCI m/z 269 [M+H]+ Starting materials: CC(=O)O, O=[N+]([O-])O, COc1ccc(F)c(-c2cc(O)cc(=O)[nH]2)c1. The product is COc1ccc(F)c(-c2cc(O)c([N+](=O)[O-])c(=O)[nH]2)c1. RXN SMILES: [CH3:22][C:23](=[O:24])[OH:25].[OH:18][N+:19]([O-:20])=[O:21].[OH:1][c:2]1[cH:3][c:4](=[O:17])[nH:5][c:6](-[c:8]2[c:9]([F:16])[cH:10][cH:11][c:12]([O:14][CH3:15])[cH:13]2)[cH:7]1>>[OH:1][c:2]1[c:3]([N+:19](=[O:18])[O-:20])[c:4](=[O:17])[nH:5][c:6](-[c:8]2[c:9]([F:16])[cH:10][cH:11][c:12]([O:14][CH3:15])[cH:13]2)[cH:7]1. The reactants are COC=1C=C2C=C(CC2=CC1OC)C(=O)NC1=C(C(=O)OC)C=CC=C1 (methyl 2-(5,6-dimethoxy-1H-indene-2-carboxamido)benzoate), [OH-].[Na+] (NaOH). The solvent is C1CCOC1 (THF), CO (MeOH). Run at time 2 hour. The product is COC=1C=C2C=C(CC2=CC1OC)C(=O)NC1=C(C(=O)O)C=CC=C1 (2-(5,6-dimethoxy-1H-indene-2-carboxamido)benzoic acid). Yield: 86.7%. Reaction SMILES: [CH3:1][O:2][C:3]1[CH:4]=[C:5]2[C:9](=[CH:10][C:11]=1[O:12][CH3:13])[CH2:8][C:7]([C:14]([NH:16][C:17]1[CH:26]=[CH:25][CH:24]=[CH:23][C:18]=1[C:19]([O:21]C)=[O:20])=[O:15])=[CH:6]2.[OH-].[Na+]>C1COCC1.CO>[CH3:1][O:2][C:3]1[CH:4]=[C:5]2[C:9](=[CH:10][C:11]=1[O:12][CH3:13])[CH2:8][C:7]([C:14]([NH:16][C:17]1[CH:26]=[CH:25][CH:24]=[CH:23][C:18]=1[C:19]([OH:21])=[O:20])=[O:15])=[CH:6]2 |f:1.2|. Reported procedure: To a stirred solution of methyl 2-(5,6-dimethoxy-1H-indene-2-carboxamido)benzoate (120 mg, 0.34 mmol) in THF (6 mL) and MeOH (3 mL) was added 2 N NaOH solution (0.85 mL) dropwise. The resulting mixture was stirred at room temperature for 2 h, then quenched with 1N HCl solution and extracted with DCM. The organic extracts were washed with a saturated aqueous NaCl solution and dried over sodium sulfate. The solvent was then removed under reduced pressure to give 2-(5,6-dimethoxy-1H-indene-2-carbox... The reactants are [Li+].[OH-] (LiOH), C(C)OC(=O)[C@@]1([C@@H](C1)C=C)NC(=O)OC(C)(C)C (1(R)-tert-butoxycarbonylamino-2(S)-vinyl-cyclopropanecarboxylic acid ethyl ester). Solvent: O (water), C1CCOC1 (THF), CO (methanol). Reaction conditions: time 8 hour. Product: C(C)(C)(C)OC(=O)N[C@]1([C@@H](C1)C=C)C(=O)O (1(R)-tert-butoxycarbonylamino-2(S)-vinyl-cyclopropanecarboxylic acid). Yield: 87.3%. RXN SMILES: C([O:3][C:4]([C@@:6]1([NH:11][C:12]([O:14][C:15]([CH3:18])([CH3:17])[CH3:16])=[O:13])[CH2:8][C@H:7]1[CH:9]=[CH2:10])=[O:5])C.[Li+].[OH-]>C1COCC1.CO.O>[C:15]([O:14][C:12]([NH:11][C@:6]1([C:4]([OH:5])=[O:3])[CH2:8][C@H:7]1[CH:9]=[CH2:10])=[O:13])([CH3:18])([CH3:16])[CH3:17] |f:1.2|. Procedure: To a solution of 1(R)-tert-butoxycarbonylamino-2(S)-vinyl-cyclopropanecarboxylic acid ethyl ester (3.28 g, 13.2 mmol) in THF (7 mL) and methanol (7 mL) was added a suspension of LiOH (1.27 g, 53.0 mmol) in water (14 mL). The mixture was stirred overnight at room temperature and quenched with 1N NaOH (15 mL) and water (20 mL). The resulting mixture was washed with ethyl acetate (20 mL), and the organic phase was extracted with 20 mL 0.5N NaOH. The combined aqueous phases were acidified with 1N HC... Starting materials: O=C(Cl)Cl, Nc1ccccn1, CCc1c(C)n(C)c2ccc(N)cc12. Product: CCc1c(C)n(C)c2ccc(NC(=O)Nc3ccccn3)cc12. RXN SMILES: [Cl:15][C:16]([Cl:17])=[O:18].[NH2:19][c:20]1[n:21][cH:22][cH:23][cH:24][cH:25]1.[NH2:1][c:2]1[cH:3][c:4]2[c:5]([CH2:13][CH3:14])[c:6]([CH3:12])[n:7]([CH3:11])[c:8]2[cH:9][cH:10]1>>[NH:1]([c:2]1[cH:3][c:4]2[c:5]([CH2:13][CH3:14])[c:6]([CH3:12])[n:7]([CH3:11])[c:8]2[cH:9][cH:10]1)[C:16](=[O:18])[NH:19][c:20]1[n:21][cH:22][cH:23][cH:24][cH:25]1. The reactants are COc1ccc(C=O)c2ccccc12, C[O-], CS(C)=O, CO, CCO, N#CCCNc1ccccc1, [Na+], O. The product is COc1ccc(CC(C#N)=CNc2ccccc2)c2ccccc12. As a reaction SMILES: [CH3:1][O:2][c:3]1[cH:4][cH:5][c:6]([CH:13]=[O:14])[c:7]2[cH:8][cH:9][cH:10][cH:11][c:12]12.[CH3:26][O-:27].[CH3:30][S:31]([CH3:32])=[O:33].[CH3:34][OH:35].[CH3:36][CH2:37][OH:38].[NH:15]([c:16]1[cH:17][cH:18][cH:19][cH:20][cH:21]1)[CH2:22][CH2:23][C:24]#[N:25].[Na+:28].[OH2:29]>>[CH3:1][O:2][c:3]1[cH:4][cH:5][c:6]([CH2:13][C:23](=[CH:22][NH:15][c:16]2[cH:17][cH:18][cH:19][cH:20][cH:21]2)[C:24]#[N:25])[c:7]2[cH:8][cH:9][cH:10][cH:11][c:12]12.